From a dataset of the Open Reaction Database (ORD), a public repository of structured organic reaction records. describe an organic reaction: reactants, conditions, products, and yield Starting materials: COC1=C(CNC(=O)C2=NC(=CC=C2)Br)C=C(C=C1)OC (6-Bromo-pyridine-2-carboxylic acid 2,5-dimethoxy-benzylamide), CC[O-].[Na+] (NaOEt). Solvent: C(C)O (ethanol). Run at temperature 150 celsius. Yields the product COC1=C(CNC(=O)C2=NC(=CC=C2)OCC)C=C(C=C1)OC (N-(2,5-dimethoxybenzyl)-6-ethoxypyridine-2-carboxamide). Isolated yield 69.5%. RXN SMILES: [CH3:1][O:2][C:3]1[CH:19]=[CH:18][C:17]([O:20][CH3:21])=[CH:16][C:4]=1[CH2:5][NH:6][C:7]([C:9]1[CH:14]=[CH:13][CH:12]=[C:11](Br)[N:10]=1)=[O:8].[CH3:22][CH2:23][O-:24].[Na+]>C(O)C>[CH3:1][O:2][C:3]1[CH:19]=[CH:18][C:17]([O:20][CH3:21])=[CH:16][C:4]=1[CH2:5][NH:6][C:7]([C:9]1[CH:14]=[CH:13][CH:12]=[C:11]([O:24][CH2:23][CH3:22])[N:10]=1)=[O:8] |f:1.2|. Reported procedure: A mixture of bromide from Example 156A (35 mg, 0.1 mmol) and NaOEt (21% w/w ethanol soulution, 56 μL, 0.15 mmol) in ethanol (500 μL) was heated in a microwave oven at 150° C. for 10 minutes. It was partitioned between ethyl acetate and water. The organic phase was dried (MgSO4), filtered and concentrated. The residue was purified by flash chromatography on silica gel column using ethyl acetate:hexane (1:1) to provide the titled compound (22 mg, 70%). MS (ESI(+)) m/e 317 (M+H)+; 1H NMR (300 MHz, ... The reactants are FC(C=1C=C(N)C=CC1C(F)(F)F)(F)F (3,4-bistrifluoromethyl-aniline), diazonium salt, N(=O)[O-] (nitrite), [C-]#N.[Na+] (sodium cyanide), [Cu]C#N (copper (I) cyanide), C(O)([O-])=O.[Na+] (sodium hydrogen carbonate), S(O)(O)(=O)=O (sulphuric acid), N(=O)[O-].[Na+] (sodium nitrite). The reagents and catalysts are S(=O)(=O)([O-])[O-].[Ni+2] (nickel sulphate). Run in O (H2O), O (water), O (water), O (water). Conditions: temperature 100 celsius. Yields the product FC(C=1C=C(C#N)C=CC1C(F)(F)F)(F)F (3,4-bistrifluoromethyl-benzonitrile). The yield is 63.0%. RXN SMILES: [F:1][C:2]([F:15])([F:14])[C:3]1[CH:4]=[C:5]([CH:7]=[CH:8][C:9]=1[C:10]([F:13])([F:12])[F:11])N.S(=O)(=O)(O)O.N([O-])=O.[Na+].N([O-])=O.[C-]#N.[Na+].[Cu][C:32]#[N:33].C(=O)([O-])O.[Na+]>O.S([O-])([O-])(=O)=O.[Ni+2]>[F:1][C:2]([F:15])([F:14])[C:3]1[CH:4]=[C:5]([CH:7]=[CH:8][C:9]=1[C:10]([F:13])([F:12])[F:11])[C:32]#[N:33] |f:2.3,5.6,8.9,11.12|. Reported procedure: 229 g (1 mole) of 3,4-bistrifluoromethyl-aniline were diazotized in a solution of 350 g of concentrated sulphuric acid in 1.25 1 of water using 70 g of sodium nitrite in 140 ml of water. After the diazonium salt solution had become nitrite-free, it was added dropwise to a solution of 550 ml of water, 210 g of sodium cyanide, 10 g of copper (I) cyanide, 500 g of sodium hydrogen carbonate and 9 g of nickel sulphate ×7 H2O heated to 100° C. The product was isolated from the reaction mixture by stea...